Dataset: the Open Reaction Database (ORD), a public repository of structured organic reaction records. Task: describe an organic reaction: reactants, conditions, products, and yield Starting materials: FC(CC1=C(C=CC=C1)O)(F)F (2-(2,2,2-trifluoroethyl)phenol), [Br-].[Br-].[Br-].C(CCC)[N+](CCCC)(CCCC)CCCC.C(CCC)[N+](CCCC)(CCCC)CCCC.C(CCC)[N+](CCCC)(CCCC)CCCC (Tetrabutylammonium tribromide), S(=S)(=O)([O-])[O-].[Na+].[Na+] (sodium thiosulfate). The solvent is C(Cl)(Cl)Cl (chloroform), C(Cl)(Cl)Cl (chloroform). Run at time 2 hour. The product is BrC1=CC(=C(C=C1)O)CC(F)(F)F (4-bromo-2-(2,2,2-trifluoroethyl)phenol). Yield: 187.3%. RXN SMILES: [Br-:1].[Br-].[Br-].C([N+](CCCC)(CCCC)CCCC)CCC.C([N+](CCCC)(CCCC)CCCC)CCC.C([N+](CCCC)(CCCC)CCCC)CCC.[F:55][C:56]([F:66])([F:65])[CH2:57][C:58]1[CH:63]=[CH:62][CH:61]=[CH:60][C:59]=1[OH:64].S([O-])([O-])(=O)=S.[Na+].[Na+]>C(Cl)(Cl)Cl>[Br:1][C:62]1[CH:61]=[CH:60][C:59]([OH:64])=[C:58]([CH2:57][C:56]([F:65])([F:66])[F:55])[CH:63]=1 |f:0.1.2.3.4.5,7.8.9|. Procedure details: Tetrabutylammonium tribromide (6.56 g) was dissolved in chloroform (50 ml) and added dropwise to a solution of 2-(2,2,2-trifluoroethyl)phenol (2.4 g) in chloroform (50 ml). The reaction mixture was stirred at room temperature for 2 hrs, after which time 5% sodium thiosulfate solution (100 ml) was added and the resultant stirred for 30 mins. The mixture was then partitioned between dichloromethane (100 ml) and 1N HCl (200 ml). The organics were separated and dried over magnesium sulfate. The solv... Reactants: OC1C(C(NC2=CC=C(C=C12)C#N)C1=CC(=CC=C1)[N+](=O)[O-])(C)C (4-hydroxy-3,3-dimethyl-2-(3-nitro-phenyl)-1,2,3,4-tetrahydro-quinoline-6-carbonitrile), FC(C(=O)O)(F)F (trifluoroacetic acid). Solvent: C(C)[SiH](CC)CC (triethylsilane). Reaction conditions: temperature 25 celsius, time 1 hour. The product is CC1(C(NC2=CC=C(C=C2C1)C#N)C1=CC(=CC=C1)[N+](=O)[O-])C (3,3-dimethyl-2-(3-nitro-phenyl)-1,2,3,4-tetrahydro-quinoline-6-carbonitrile). The yield is 16.9%. Reaction SMILES: O[CH:2]1[C:11]2[C:6](=[CH:7][CH:8]=[C:9]([C:12]#[N:13])[CH:10]=2)[NH:5][CH:4]([C:14]2[CH:19]=[CH:18][CH:17]=[C:16]([N+:20]([O-:22])=[O:21])[CH:15]=2)[C:3]1([CH3:24])[CH3:23].FC(F)(F)C(O)=O>C([SiH](CC)CC)C>[CH3:23][C:3]1([CH3:24])[CH2:2][C:11]2[C:6](=[CH:7][CH:8]=[C:9]([C:12]#[N:13])[CH:10]=2)[NH:5][CH:4]1[C:14]1[CH:19]=[CH:18][CH:17]=[C:16]([N+:20]([O-:22])=[O:21])[CH:15]=1. Procedure: To a mixture of 4-hydroxy-3,3-dimethyl-2-(3-nitro-phenyl)-1,2,3,4-tetrahydro-quinoline-6-carbonitrile (25 g, 77 mmol) and triethylsilane (50 mL) at 25° C. was added trifluoroacetic acid (25 mL) dropwise. The resulting mixture was stirred at 25° C. for 1 h. Then the reaction mixture was concentrated in vacuo and the residue was extracted with ethyl acetate (2×200 mL), washed with saturated aqueous sodium bicarbonate solution (2×100 mL), dried over anhydrous sodium sulfate and concentrated in vacu... The reactants are C([O-])([O-])=O.[K+].[K+] (potassium carbonate), S(=O)(=O)(OC(C)C)OC(C)C (diisopropyl sulfate), C(C)C1=CC2=C(C(N1CC(C1=CC=CC=C1)=O)=O)C(=C(N2C)C(=O)OCC)OC(C)C (ethyl 6-ethyl-1-methyl-3-(1-methylethoxy)-4-oxo-5-(2-oxo-2-phenylethyl)-4,5-dihydro-1H-pyrrolo[3,2-c]pyridine-2-carboxylate), Example 40. Product: C(C)C1=CC2=C(C(N1CC(C1=CC=CC=C1)=O)=O)C(=C(N2C)C(=O)O)OC(C)C (6-ethyl-1-methyl-3-(1-methylethoxy)-4-oxo-5-(2-oxo-2-phenylethyl)-4,5-dihydro-1H-pyrrolo[3,2-c]pyridine-2-carboxylic acid), C(C)C1=CC2=C(C(N1CC(C1=CC=CC=C1)=O)=O)C(=C(N2C)C(=O)OCC)OC(C)C (ethyl 6-ethyl-1-methyl-3-(1-methylethoxy)-4-oxo-5-(2-oxo-2-phenylethyl)-4,5-dihydro-1H-pyrrolo[3,2-c]pyridine-2-carboxylate). The yield is 97.0%. RXN SMILES: [CH2:1]([C:3]1[N:8]([CH2:9][C:10](=[O:17])[C:11]2[CH:16]=[CH:15][CH:14]=[CH:13][CH:12]=2)[C:7](=[O:18])[C:6]2[C:19]([O:28][CH:29]([CH3:31])[CH3:30])=[C:20]([C:23]([O:25][CH2:26][CH3:27])=[O:24])[N:21]([CH3:22])[C:5]=2[CH:4]=1)[CH3:2].C(=O)([O-])[O-].[K+].[K+].S(OC(C)C)(OC(C)C)(=O)=O>>[CH2:1]([C:3]1[N:8]([CH2:9][C:10](=[O:17])[C:11]2[CH:16]=[CH:15][CH:14]=[CH:13][CH:12]=2)[C:7](=[O:18])[C:6]2[C:19]([O:28][CH:29]([CH3:30])[CH3:31])=[C:20]([C:23]([OH:25])=[O:24])[N:21]([CH3:22])[C:5]=2[CH:4]=1)[CH3:2].[CH2:1]([C:3]1[N:8]([CH2:9][C:10](=[O:17])[C:11]2[CH:16]=[CH:15][CH:14]=[CH:13][CH:12]=2)[C:7](=[O:18])[C:6]2[C:19]([O:28][CH:29]([CH3:31])[CH3:30])=[C:20]([C:23]([O:25][CH2:26][CH3:27])=[O:24])[N:21]([CH3:22])[C:5]=2[CH:4]=1)[CH3:2] |f:1.2.3|. Reported procedure: In the same manner as in Reference Example 56, ethyl 6-ethyl-1-methyl-3-(1-methylethoxy)-4-oxo-5-(2-oxo-2-phenylethyl)-4,5-dihydro-1H-pyrrolo[3,2-c]pyridine-2-carboxylate (291 mg, 46%) was obtained as a pale-purple powder from the compound of Reference Example 40 (574 mg, 1.50 mmol), potassium carbonate (1.04 g, 7.5 mmol) and diisopropyl sulfate (1.37 g, 7.5 mmol). The title compound (242 mg, 97%) was obtained as a colorless powder from the thus-obtained ethyl 6-ethyl-1-methyl-3-(1-methylethoxy)... Starting materials: C1(=CC=CC=C1)CCNC(\C(=N/OC)\C=1N=C(SC1)N=CN(C)C)=O ((Z)-N-(2-Phenylethyl)-2-(2-dimethylaminomethylidenaminothiazol-4-yl)-2-methoxyiminoacetamide), Cl (hydrochloric acid), saturated aqueous solution, C(O)([O-])=O.[Na+] (sodium hydrogencarbonate), C(C)(=O)OCC (ethyl acetate). Solvent: CO (methanol). Reaction conditions: time 30 minute. Yields the product C1(=CC=CC=C1)CCNC(\C(=N/OC)\C=1N=C(SC1)N)=O ((Z)-N-(2-phenylethyl)-2-(2-aminothiazol-4-yl)-2-methoxyiminoacetamide). The yield is 97.7%. Reaction SMILES: [C:1]1([CH2:7][CH2:8][NH:9][C:10](=[O:25])/[C:11](/[C:15]2[N:16]=[C:17]([N:20]=CN(C)C)[S:18][CH:19]=2)=[N:12]\[O:13][CH3:14])[CH:6]=[CH:5][CH:4]=[CH:3][CH:2]=1.Cl.C(=O)([O-])O.[Na+].C(OCC)(=O)C>CO>[C:1]1([CH2:7][CH2:8][NH:9][C:10](=[O:25])/[C:11](/[C:15]2[N:16]=[C:17]([NH2:20])[S:18][CH:19]=2)=[N:12]\[O:13][CH3:14])[CH:2]=[CH:3][CH:4]=[CH:5][CH:6]=1 |f:2.3|. Procedure: (Z)-N-(2-Phenylethyl)-2-(2-dimethylaminomethylidenaminothiazol-4-yl)-2-methoxyiminoacetamide (130 mg, 0.36 mmol) was dissolved in 4 ml of methanol, followed by the addition of 1 ml of 2N hydrochloric acid. The mixture so obtained was stirred at 60 ml for 3 hours and 30 minutes. The reaction mixture was then added with 20 ml of a saturated aqueous solution of sodium hydrogencarbonate and 20 ml of ethyl acetate. The resulting mixture was then allowed to separate into an organic phase and an aqueou... Starting materials: C=CCBr, Cc1ccccc1, C=COCCO, [Na+], [OH-]. Yields the product C=CCOCCOC=C. Reaction SMILES: [CH2:7]([CH:8]=[CH2:9])[Br:10].[CH3:13][c:14]1[cH:15][cH:16][cH:17][cH:18][cH:19]1.[CH:1](=[CH2:2])[O:3][CH2:4][CH2:5][OH:6].[Na+:12].[OH-:11]>>[CH:1](=[CH2:2])[O:3][CH2:4][CH2:5][O:6][CH2:7][CH:8]=[CH2:9].